This data is from the Open Reaction Database (ORD), a public repository of structured organic reaction records. The task is: describe an organic reaction: reactants, conditions, products, and yield The reactants are C1(=CC=CC=C1)CC#N (phenylacetonitrile), BrCCCBr (1,3-dibromopropane), amine, C1=NC2=C(C(=N1)Cl)N=CN2[C@H]3[C@@H]([C@@H]([C@H](O3)CO)O)O (6-chloropurine riboside). The product is C1(=CC=CC=C1)C1(CCC1)CN ((1-Phenylcyclobutyl)methylamine), C1(=CC=CC=C1)C1(CCC1)CNC=1C=2N=CN([C@H]3[C@H](O)[C@H](O)[C@@H](CO)O3)C2N=CN1 (N6-((1-phenylcyclobutyl)methyl)adenosine). The yield is 58.3%. As a reaction SMILES: [C:1]1([CH2:7][C:8]#[N:9])[CH:6]=[CH:5][CH:4]=[CH:3][CH:2]=1.Br[CH2:11][CH2:12][CH2:13]Br.[CH:15]1[N:20]=[C:19](Cl)[C:18]2[N:22]=[CH:23][N:24]([C@@H:25]3[O:29][C@H:28]([CH2:30][OH:31])[C@@H:27]([OH:32])[C@H:26]3[OH:33])[C:17]=2[N:16]=1>>[C:1]1([C:7]2([CH2:8][NH2:9])[CH2:13][CH2:12][CH2:11]2)[CH:6]=[CH:5][CH:4]=[CH:3][CH:2]=1.[C:1]1([C:7]2([CH2:8][NH:9][C:19]3[C:18]4[N:22]=[CH:23][N:24]([C:17]=4[N:16]=[CH:15][N:20]=3)[C@@H:25]3[O:29][C@H:28]([CH2:30][OH:31])[C@@H:27]([OH:32])[C@H:26]3[OH:33])[CH2:13][CH2:12][CH2:11]2)[CH:6]=[CH:5][CH:4]=[CH:3][CH:2]=1. Procedure details: (1-Phenylcyclobutyl)methylamine is prepared from phenylacetonitrile (2.93 g, 25 mmol) and 1,3-dibromopropane (7.57 g, 37.5 mmol) as described in Example 1 in 62% yield. The above amine (1.61 g, 10 mmol) is reacted with 6-chloropurine riboside (2.87 g, 10 mmol) as described in Example 1. As the compound did not crystallize it is purified by removal of the solvent under reduced pressure, followed by dissolving the residual gum in ethyl acetate (50 mL) and washing it with water (2×25 mL) and satura...